Task: describe an organic reaction: reactants, conditions, products, and yield. Dataset: the Open Reaction Database (ORD), a public repository of structured organic reaction records Starting materials: OC1[C@H]2C[C@H]([C@H]([C@H]2CC1=C)\C=C\[C@H](CCCCC)O[Si](C)(C)C(C)(C)C)O[Si](C)(C)C(C)(C)C ((1S,2RS,5S,6S,7R)-2-hydroxy-3-methylene-6-[(E,3S)-3-t-butyldimethylsilyloxy-1-octenyl]-7-t-butyldimethylsilyloxybicyclo[3.3.0]octane), O1CCCC=C1 (Dihydropyrane), O (Water). Reagents/catalysts: C=1C=CC(=CC1)N=NC=2C=CC(=NC2N)N.Cl.CC=1C=CC(=CC1)S(=O)(=O)O (pyridium p-toluenesulfonate). Run in C(Cl)Cl (methylene chloride), C(Cl)Cl (methylene chloride). Conditions: time 8 hour. Yields the product O1C(CCCC1)OC1[C@H]2C[C@]([C@H]([C@H]2CC1=C)\C=C\[C@H](CCCCC)O[Si](C)(C)C(C)(C)C)(O[Si](C)(C)C(C)(C)C)C(C)(C)C ((1S,2RS,5S,6S,7R)-2-(2-tetrahydropyranyloxy)-3-methylene-6-[(E,3S)-3-t-butyldimethylsilyloxy-1-octenyl]-7-t-butyl-7-t-butyldimethylsilyloxybicyclo[3.3.0]octane). The yield is 176.0%. As a reaction SMILES: [OH:1][CH:2]1[C:9](=[CH2:10])[CH2:8][C@H:7]2[C@@H:3]1[CH2:4][C@@H:5]([O:27][Si:28]([C:31]([CH3:34])([CH3:33])[CH3:32])([CH3:30])[CH3:29])[C@H:6]2/[CH:11]=[CH:12]/[C@@H:13]([O:19][Si:20]([C:23]([CH3:26])([CH3:25])[CH3:24])([CH3:22])[CH3:21])[CH2:14][CH2:15][CH2:16][CH2:17][CH3:18].[O:35]1[CH:40]=[CH:39][CH2:38][CH2:37][CH2:36]1.O>C(Cl)Cl.C1C=CC(N=NC2C=CC(N)=NC=2N)=CC=1.Cl.CC1C=CC(S(O)(=O)=O)=CC=1>[O:35]1[CH2:36][CH2:37][CH2:38][CH2:39][CH:40]1[O:1][CH:2]1[C:9](=[CH2:10])[CH2:8][C@H:7]2[C@@H:3]1[CH2:4][C@@:5]([C:3]([CH3:7])([CH3:4])[CH3:2])([O:27][Si:28]([C:31]([CH3:33])([CH3:32])[CH3:34])([CH3:29])[CH3:30])[C@H:6]2/[CH:11]=[CH:12]/[C@@H:13]([O:19][Si:20]([C:23]([CH3:24])([CH3:25])[CH3:26])([CH3:21])[CH3:22])[CH2:14][CH2:15][CH2:16][CH2:17][CH3:18] |f:4.5.6|. Reported procedure: (1S,2RS,5S,6S,7R)-2-hydroxy-3-methylene-6-[(E,3S)-3-t-butyldimethylsilyloxy-1-octenyl]-7-t-butyldimethylsilyloxybicyclo[3.3.0]octane (127 mg, 0.25 mmole) obained in Example 3 was dissolved in 2 ml of methylene chloride. Dihydropyrane (42 mg, 0.50 mmole) and pyridium p-toluenesulfonate (5 mg) were added to the solution, and the mixture was stirred at room temperature for 8 hours. Water and methylene chloride were added to the reaction mixture to perform extraction. The resulting organic layer was...